The task is: describe an organic reaction: reactants, conditions, products, and yield. This data is from the Open Reaction Database (ORD), a public repository of structured organic reaction records. Starting materials: C(C)(=O)O (acetic acid), C1(=CC=CC=C1)C1=NC2=CC=CC=C2C(=C1)CCC1=NC=CC=C1 (2-phenyl-4-[2-(2-pyridyl)-ethyl]-quinoline). Reagents/catalysts: [Pt]=O (platinum oxide). Solvent: C(C)O (ethanol). Product: C1(=CC=CC=C1)C1=NC2=CC=CC=C2C(=C1)CCC1NCCCC1 (2-phenyl-4-[2-(2-piperidyl)-ethyl]-quinoline). As a reaction SMILES: C(O)(=O)C.[C:5]1([C:11]2[CH:20]=[C:19]([CH2:21][CH2:22][C:23]3[CH:28]=[CH:27][CH:26]=[CH:25][N:24]=3)[C:18]3[C:13](=[CH:14][CH:15]=[CH:16][CH:17]=3)[N:12]=2)[CH:10]=[CH:9][CH:8]=[CH:7][CH:6]=1>C(O)C.[Pt]=O>[C:5]1([C:11]2[CH:20]=[C:19]([CH2:21][CH2:22][CH:23]3[CH2:28][CH2:27][CH2:26][CH2:25][NH:24]3)[C:18]3[C:13](=[CH:14][CH:15]=[CH:16][CH:17]=3)[N:12]=2)[CH:6]=[CH:7][CH:8]=[CH:9][CH:10]=1. Procedure details: 4.55 ml of concentrated acetic acid are added to a solution containing 2.5 g of 2-phenyl-4-[2-(2-pyridyl)-ethyl]-quinoline in 250 ml of ethanol, then 0.5 g of 82% platinum oxide is added as catalyst. Hydrogenation is effected at 30° C., under a hydrogen pressure equal to the normal pressure for 6 hours, at the end of which time 700 ml of hydrogen have been absorbed. The catalyst is eliminated by filtration. The ethanol is evaporated under reduced pressure and the residue is taken up with 200 ml ... Reactants: C(C)(C)(C)OC(=O)NC1=C(C=CC=C1)NC(C1=CC=C(C=C1)B1OC(C(O1)(C)C)(C)C)=O (N-(2-t-butoxycarbonylaminophenyl)-4-(4,4,5,5-tetramethyl-1,3,2-dioxaborolan-2-yl)benzamide), BrC1=C(C#N)C=CC=N1 (2-bromonicotinonitrile), tetrakis(triphenylphosphine)palladium[0], C(O)([O-])=O.[Na+] (sodium hydrogen carbonate). The solvent is COCCOC (1,2-dimethoxyethane). Run at time 130 minute. Yields the product CCCC(C)C (isohexane), C(C)(C)(C)OC(=O)NC1=C(C=CC=C1)NC(C1=CC=C(C=C1)C1=NC=CC=C1C#N)=O (N-(2-t-butoxycarbonylaminophenyl)-4-(3-cyanopyridin-2-yl)benzamide). Yield: 113.1%. As a reaction SMILES: [C:1]([O:5][C:6]([NH:8][C:9]1[CH:14]=[CH:13][CH:12]=[CH:11][C:10]=1[NH:15][C:16](=[O:32])[C:17]1[CH:22]=[CH:21][C:20](B2OC(C)(C)C(C)(C)O2)=[CH:19][CH:18]=1)=[O:7])([CH3:4])([CH3:3])[CH3:2].Br[C:34]1[N:41]=[CH:40][CH:39]=[CH:38][C:35]=1[C:36]#[N:37].C(=O)([O-])O.[Na+]>COCCOC>[CH3:20][CH2:19][CH2:18][CH:17]([CH3:22])[CH3:16].[C:1]([O:5][C:6]([NH:8][C:9]1[CH:14]=[CH:13][CH:12]=[CH:11][C:10]=1[NH:15][C:16](=[O:32])[C:17]1[CH:22]=[CH:21][C:20]([C:34]2[C:35]([C:36]#[N:37])=[CH:38][CH:39]=[CH:40][N:41]=2)=[CH:19][CH:18]=1)=[O:7])([CH3:4])([CH3:2])[CH3:3] |f:2.3|. Procedure: N-(2-t-butoxycarbonylaminophenyl)-4-(4,4,5,5-tetramethyl-1,3,2-dioxaborolan-2-yl)benzamide (400 mg, 0.913 mmol; prepared as described in international patent publication number wo03/087057, method 13, page 60), 2-bromonicotinonitrile (167 mg, 0.913 mmol), tetrakis(triphenylphosphine)palladium[0] (50 mg, 0.043 mmol), 1,2-dimethoxyethane (4 ml) and a saturated aqueous solution of sodium hydrogen carbonate (2 ml) were stirred at 100° c. under an atmosphere of nitrogen in a microwave for 130 mins. t... Starting materials: FC1=CC=C(C=C1)C1=NOC(=C1)CN1C=NC=2C(=NC=3C=CC=NC3C21)N (1-{[3-(4-Fluorophenyl)isoxazol-5-yl]methyl}-1H-imidazo[4,5-c][1,5]naphthyridin-4-amine), FC(C(=O)O)(F)F (trifluoroacetic acid). The reagents and catalysts are [Pt](=O)=O (platinum (IV) oxide). Reaction conditions: time 30 minute. Product: FC1=CC=C(C=C1)C1=NOC(=C1)CN1C=NC=2C(=NC=3CCCNC3C21)N (1-{[3-(4-fluorophenyl)isoxazol-5-yl]methyl}-6,7,8,9-tetrahydro-1H-imidazo[4,5-c][1,5]naphthyridin-4-amine). The yield is 12.6%. RXN SMILES: [F:1][C:2]1[CH:7]=[CH:6][C:5]([C:8]2[CH:12]=[C:11]([CH2:13][N:14]3[C:26]4[C:25]5[N:24]=[CH:23][CH:22]=[CH:21][C:20]=5[N:19]=[C:18]([NH2:27])[C:17]=4[N:16]=[CH:15]3)[O:10][N:9]=2)=[CH:4][CH:3]=1.FC(F)(F)C(O)=O>[Pt](=O)=O>[F:1][C:2]1[CH:3]=[CH:4][C:5]([C:8]2[CH:12]=[C:11]([CH2:13][N:14]3[C:26]4[C:25]5[NH:24][CH2:23][CH2:22][CH2:21][C:20]=5[N:19]=[C:18]([NH2:27])[C:17]=4[N:16]=[CH:15]3)[O:10][N:9]=2)=[CH:6][CH:7]=1. Procedure: 1-{[3-(4-Fluorophenyl)isoxazol-5-yl]methyl}-1H-imidazo[4,5-c][1,5]naphthyridin-4-amine (Example 11, 0.300 g, 0.833 mmol) was combined with platinum (IV) oxide (0.03 g) and trifluoroacetic acid (5 mL), and the mixture was placed under hydrogen pressure (45 psi, 3.1×105 Pa) for 24 hours. An analysis by liquid chromatography/mass spectrometry indicated the presence of starting material. The catalyst was removed by filtration, and the trifluoroacetic acid was removed under reduced pressure. The resi... Starting materials: FC1=C(C=C(C=C1)C)NC(=O)NC1=CC=C(OC2=CC(=NC=C2)C2=CC(=CN2)C(=O)NCCNC(OC(C)(C)C)=O)C=C1 (tert-butyl (2-{[(5-{4-[4-({[(2-fluoro-5-methylphenyl)amino]carbonyl}amino)phenoxy]pyridin-2-yl}-1H-pyrrol-3-yl)carbonyl]amino}ethyl)carbamate), FC(C(=O)O)(F)F (trifluoroacetic acid). The solvent is C(Cl)Cl (methylene chloride). Run at time 30 minute. Yields the product NCCNC(=O)C1=CNC(=C1)C1=NC=CC(=C1)OC1=CC=C(C=C1)NC(=O)NC1=C(C=CC(=C1)C)F (N-(2-aminoethyl)-5-{4-[4-({[(2-fluoro-5-methylphenyl)amino]carbonyl}amino)phenoxy]pyridin-2-yl}-1H-pyrrole-3-carboxamide). Reaction SMILES: [F:1][C:2]1[CH:7]=[CH:6][C:5]([CH3:8])=[CH:4][C:3]=1[NH:9][C:10]([NH:12][C:13]1[CH:43]=[CH:42][C:16]([O:17][C:18]2[CH:23]=[CH:22][N:21]=[C:20]([C:24]3[NH:28][CH:27]=[C:26]([C:29]([NH:31][CH2:32][CH2:33][NH:34]C(=O)OC(C)(C)C)=[O:30])[CH:25]=3)[CH:19]=2)=[CH:15][CH:14]=1)=[O:11].FC(F)(F)C(O)=O>C(Cl)Cl>[NH2:34][CH2:33][CH2:32][NH:31][C:29]([C:26]1[CH:25]=[C:24]([C:20]2[CH:19]=[C:18]([O:17][C:16]3[CH:42]=[CH:43][C:13]([NH:12][C:10]([NH:9][C:3]4[CH:4]=[C:5]([CH3:8])[CH:6]=[CH:7][C:2]=4[F:1])=[O:11])=[CH:14][CH:15]=3)[CH:23]=[CH:22][N:21]=2)[NH:28][CH:27]=1)=[O:30]. Procedure details: To a stirred suspension of tert-butyl (2-{[(5-{4-[4-({[(2-fluoro-5-methylphenyl)amino]carbonyl}amino)phenoxy]pyridin-2-yl}-1H-pyrrol-3-yl)carbonyl]amino}ethyl)carbamate (355 mg, 0.60 mmol) in 10 ml of methylene chloride was added 5 ml of trifluoroacetic acid. The mixture was stirred at room temperature for 30 minutes and evaporated to dryness under reduced pressure. The residue was re-dissolved in MeOH (5 ml) and poured into 100 ml of water with vigorous stirring. Saturated NaHCO3 solution was a...